From a dataset of the Open Reaction Database (ORD), a public repository of structured organic reaction records. describe an organic reaction: reactants, conditions, products, and yield Starting materials: C, CO, COC(=O)c1ccc(F)c([N+](=O)[O-])c1C, [Pd]. Product: COC(=O)c1ccc(F)c(N)c1C. As a reaction SMILES: [C:18].[CH3:16][OH:17].[F:1][c:2]1[c:3]([N+:13]([O-:14])=[O:15])[c:4]([CH3:12])[c:5]([C:6](=[O:7])[O:8][CH3:9])[cH:10][cH:11]1.[Pd:19]>>[F:1][c:2]1[c:3]([NH2:13])[c:4]([CH3:12])[c:5]([C:6](=[O:7])[O:8][CH3:9])[cH:10][cH:11]1. Reactants: BrCC(=O)C1=CC(=C(C(=C1)N1CCOCC1)OC)C(C)(C)C (2-bromo-1-(3-tert-butyl-4-methoxy-5-morpholin-4-ylphenyl)ethanone), C1(CC1)COC=1C=CC=2N(N1)C(=NN2)N (6-Cyclopropylmethoxy-[1,2,4]triazolo[4,3-b]pyridazin-3-ylamine), Cl (HCl). Solvent: CN(C)C=O (DMF), CN(C)C=O (DMF). Product: Cl.C(C)(C)(C)C=1C=C(C=C(C1OC)N1CCOCC1)C(CN1N=C2N(N=C(C=C2)OCC2CC2)C1=N)=O (1-(3-tert-Butyl-4-methoxy-5-morpholin-4-ylphenyl)-2-(6-cyclopropylmethoxy-3-imino-[1,2,4]triazolo[4,3-b]pyridazin-2-yl)ethanone hydrochloride). As a reaction SMILES: [CH:1]1([CH2:4][O:5][C:6]2[CH:7]=[CH:8][C:9]3[N:10]([C:12]([NH2:15])=[N:13][N:14]=3)[N:11]=2)[CH2:3][CH2:2]1.Br[CH2:17][C:18]([C:20]1[CH:25]=[C:24]([N:26]2[CH2:31][CH2:30][O:29][CH2:28][CH2:27]2)[C:23]([O:32][CH3:33])=[C:22]([C:34]([CH3:37])([CH3:36])[CH3:35])[CH:21]=1)=[O:19].[ClH:38]>CN(C=O)C>[ClH:38].[C:34]([C:22]1[CH:21]=[C:20]([C:18](=[O:19])[CH2:17][N:13]2[C:12](=[NH:15])[N:10]3[N:11]=[C:6]([O:5][CH2:4][CH:1]4[CH2:2][CH2:3]4)[CH:7]=[CH:8][C:9]3=[N:14]2)[CH:25]=[C:24]([N:26]2[CH2:27][CH2:28][O:29][CH2:30][CH2:31]2)[C:23]=1[O:32][CH3:33])([CH3:37])([CH3:35])[CH3:36] |f:4.5|. Reported procedure: 6-Cyclopropylmethoxy-[1,2,4]triazolo[4,3-b]pyridazin-3-ylamine (W1.009; 350 mg) was initially charged in DMF (5 ml) at RT while stirring, and 2-bromo-1-(3-tert-butyl-4-methoxy-5-morpholin-4-ylphenyl)ethanone (O1.003; 631 mg) predissolved in DMF (5 ml) was added dropwise. The reaction mixture was stirred at RT for 14 h. Then the solvent was removed under reduced pressure and the residue was purified using silica gel (40 g cartridge, dichloromethane/ethanol gradient of 0-40% in 60 min). The produc... Reactants: CCC(CC)COC(=O)Cl, c1ccncc1, c1ccc2[nH]c(-c3cscn3)nc2c1. Yields the product CCC(CC)COC(=O)n1c(-c2cscn2)nc2ccccc21. RXN SMILES: [Cl:1][C:2](=[O:3])[O:4][CH2:5][CH:6]([CH2:7][CH3:8])[CH2:9][CH3:10].[cH:25]1[cH:26][cH:27][n:28][cH:29][cH:30]1.[s:11]1[cH:12][n:13][c:14](-[c:16]2[nH:17][c:18]3[c:19]([n:20]2)[cH:21][cH:22][cH:23][cH:24]3)[cH:15]1>>[C:2](=[O:3])([O:4][CH2:5][CH:6]([CH2:7][CH3:8])[CH2:9][CH3:10])[n:20]1[c:16](-[c:14]2[n:13][cH:12][s:11][cH:15]2)[n:17][c:18]2[c:19]1[cH:21][cH:22][cH:23][cH:24]2. Reaction SMILES: [CH3:1][O:2][C:3](=[O:4])[c:5]1[s:6][c:7]([CH2:10][CH2:11][CH2:12][CH:13]2[C:14]([c:20]3[cH:21][cH:22][c:23]([CH:26]([CH2:27][CH2:28][CH2:29][CH2:30][CH3:31])[OH:32])[cH:24][cH:25]3)=[C:15]([OH:19])[C:16](=[O:18])[CH2:17]2)[cH:8][cH:9]1.[CH3:33][S:34]([CH3:35])=[O:36].[Cl:42][CH2:43][Cl:44].[O-:37][P:38](=[O:39])([O-:40])[O-:41]>>[O:2]=[C:3]([OH:4])[c:5]1[s:6][c:7]([CH2:10][CH2:11][CH2:12][CH:13]2[C:14]([c:20]3[cH:21][cH:22][c:23]([CH:26]([CH2:27][CH2:28][CH2:29][CH2:30][CH3:31])[OH:32])[cH:24][cH:25]3)=[C:15]([OH:19])[C:16](=[O:18])[CH2:17]2)[cH:8][cH:9]1. Product: CCCCCC(O)c1ccc(C2=C(O)C(=O)CC2CCCc2ccc(C(=O)O)s2)cc1. The reactants are CCCCCC(O)c1ccc(C2=C(O)C(=O)CC2CCCc2ccc(C(=O)OC)s2)cc1, CS(C)=O, ClCCl, O=P([O-])([O-])[O-]. The reactants are CC=1NC(NC1)=O (1,3-dihydro-4-methyl-2H-imidazole-2-one), Cl.C(C1=CC=NC=C1)(=O)Cl (isonicotinoyl chloride hydrochloride), [Cl-].[Al+3].[Cl-].[Cl-] (Aluminum chloride). Run in ClCC(Cl)(Cl)Cl (tetrachloroethane). Reaction conditions: temperature 85 celsius, time 3 hour. The product is C(C1=CC=NC=C1)(=O)C=1NC(NC1C)=O (1,3-Dihydro-4-isonicotinoyl-5-methyl-2H-imidazole-2-one). Reaction SMILES: [CH3:1][C:2]1[NH:3][C:4](=[O:7])[NH:5][CH:6]=1.Cl.[C:9](Cl)(=[O:16])[C:10]1[CH:15]=[CH:14][N:13]=[CH:12][CH:11]=1.[Cl-].[Al+3].[Cl-].[Cl-]>ClCC(Cl)(Cl)Cl>[C:9]([C:6]1[NH:5][C:4](=[O:7])[NH:3][C:2]=1[CH3:1])(=[O:16])[C:10]1[CH:15]=[CH:14][N:13]=[CH:12][CH:11]=1 |f:1.2,3.4.5.6|. Procedure details: In 80 ml tetrachloroethane are placed 3.87 g (39.5 mmole) 1,3-dihydro-4-methyl-2H-imidazole-2-one and 7 g (39.5 mmole) isonicotinoyl chloride hydrochloride. Aluminum chloride (26 g, 194 mmole) is added and the mixture is stirred at 85° C. for 3 hours. The tetrachloroethane is decanted from the reaction mixture and the residue is quenched with water and neutralized with sodium bicarbonate. The suspension is filtered and the filtrate evaporated to dryness. Chromatography over silica gel affords th... Starting materials: CC(=O)OC(C)=O, O=P(O)(O)O, c1csc(-c2cccs2)c1. Product: CC(=O)c1ccc(-c2cccs2)s1. Reaction SMILES: [CH3:16][C:17](=[O:18])[O:19][C:20](=[O:21])[CH3:22].[P:11](=[O:12])([OH:13])([OH:14])[OH:15].[cH:1]1[cH:2][s:3][c:4](-[c:6]2[cH:7][cH:8][cH:9][s:10]2)[cH:5]1>>[cH:1]1[c:2]([C:17]([CH3:16])=[O:18])[s:3][c:4](-[c:6]2[cH:7][cH:8][cH:9][s:10]2)[cH:5]1. The reactants are dehydrophytol, 105067m, dehydrophytol, CC(C)CCCC(C)CCCC(C)CCCC(C)(C=C)O (isophytol), CC(C)CCC[C@@H](C)CCC[C@@H](C)CCC\C(\C)=C\CO (phytol), B(F)(F)F.CCOCC (boron trifluoride etherate), CC(C)CCC[C@@H](C)CCC[C@@H](C)CCC\C(\C)=C\CO (phytol), [Al] (aluminum). The reagents and catalysts are [Pd] (Pd). Solvent: C(C)(=O)O (acetic acid), C(C)(=O)OCC (ethyl acetate). The product is CC1=C(C2=C(C(=C1O)C)CC[C@@](O2)(C)CCC[C@H](C)CCC[C@H](C)CCCC(C)C)C (α-tocopherol). As a reaction SMILES: [CH3:1][CH:2]([CH2:4][CH2:5][CH2:6][CH:7]([CH2:9][CH2:10][CH2:11][CH:12]([CH2:14][CH2:15][CH2:16][C:17]([OH:21])([CH:19]=[CH2:20])[CH3:18])[CH3:13])[CH3:8])[CH3:3].CC(CCC[C@H](CCC[C@H:33]([CH2:35][CH2:36][CH2:37]/[C:38](=[CH:40]/[CH2:41][OH:42])/[CH3:39])C)C)C.[Al].B(F)(F)F.[CH3:48]COCC>[Pd].C(O)(=O)C.C(OCC)(=O)C>[CH3:48][C:40]1[C:41]([OH:42])=[C:35]([CH3:33])[C:36]2[CH2:20][CH2:19][C@:17]([CH2:16][CH2:15][CH2:14][C@@H:12]([CH2:11][CH2:10][CH2:9][C@@H:7]([CH2:6][CH2:5][CH2:4][CH:2]([CH3:1])[CH3:3])[CH3:8])[CH3:13])([CH3:18])[O:21][C:37]=2[C:38]=1[CH3:39] |f:3.4|. Reported procedure: The reaction of isophytol or phytol with TMHQ is well known. One method that has been employed with phytol is described in Japan Kokai No. 73 48,472 [Chem. Abstr. 79, 105067m (1973)]. It was discovered that a similar method could also be applied successfully in condensation of TMHQ with dehydrophytol. Essentially, 2.5 grams TMHQ and 0.1 gram aluminum powder were placed in a flask to which was added 35 mls. of ethyl acetate containing 1 ml. of boron trifluoride etherate. While stirring, 4 grams o... Reactants: [Br-], Cc1ccc(S(=O)(=O)OCC2C=CC(n3cc(C=CBr)c(=O)[nH]c3=O)O2)cc1, [Li+], CN(C)C=O, O. The product is O=c1[nH]c(=O)n(C2C=CC(CBr)O2)cc1C=CBr. RXN SMILES: [Br-:30].[CH3:1][c:2]1[cH:3][cH:4][c:5]([S:6]([O:7][CH2:12][CH:13]2[CH:14]=[CH:15][CH:16]([n:18]3[c:19](=[O:20])[nH:21][c:22](=[O:23])[c:24]([CH:26]=[CH:27][Br:28])[cH:25]3)[O:17]2)(=[O:8])=[O:9])[cH:10][cH:11]1.[Li+:29].[O:32]=[CH:33][N:34]([CH3:35])[CH3:36].[OH2:31]>>[CH2:12]([CH:13]1[CH:14]=[CH:15][CH:16]([n:18]2[c:19](=[O:20])[nH:21][c:22](=[O:23])[c:24]([CH:26]=[CH:27][Br:28])[cH:25]2)[O:17]1)[Br:30]. Reaction SMILES: [C:21](=[O:22])([O-:23])[O-:24].[CH2:1]([CH2:2][CH3:3])[N:4]([n:5]1[cH:6][cH:7][c:8]2[cH:9][c:10]([OH:14])[cH:11][cH:12][c:13]12)[c:15]1[cH:16][cH:17][n:18][cH:19][cH:20]1.[CH:27]([CH3:28])([CH3:29])[N:30]=[C:31]=[O:32].[K+:25].[K+:26].[O:33]1[CH2:34][CH2:35][CH2:36][CH2:37]1>>[CH2:1]([CH2:2][CH3:3])[N:4]([n:5]1[cH:6][cH:7][c:8]2[cH:9][c:10]([O:14][C:31]([NH:30][CH:27]([CH3:28])[CH3:29])=[O:32])[cH:11][cH:12][c:13]12)[c:15]1[cH:16][cH:17][n:18][cH:19][cH:20]1. The product is CCCN(c1ccncc1)n1ccc2cc(OC(=O)NC(C)C)ccc21. The reactants are O=C([O-])[O-], CCCN(c1ccncc1)n1ccc2cc(O)ccc21, CC(C)N=C=O, [K+], [K+], C1CCOC1.